This data is from the Open Reaction Database (ORD), a public repository of structured organic reaction records. The task is: describe an organic reaction: reactants, conditions, products, and yield Starting materials: Cc1cc(-c2ccnc(C#N)c2)n(-c2ccc(F)cc2)n1, O=C([O-])[O-], CS(C)=O, [K+], [K+], O, OO. The product is Cc1cc(-c2ccnc(C(N)=O)c2)n(-c2ccc(F)cc2)n1. Reaction SMILES: [C:1](#[N:2])[c:3]1[n:4][cH:5][cH:6][c:7](-[c:9]2[cH:10][c:11]([CH3:21])[n:12][n:13]2-[c:14]2[cH:15][cH:16][c:17]([F:20])[cH:18][cH:19]2)[cH:8]1.[C:24]([O-:25])(=[O:26])[O-:27].[CH3:31][S:32]([CH3:33])=[O:34].[K+:28].[K+:29].[OH2:30].[OH:22][OH:23]>>[C:1]([NH2:2])([c:3]1[n:4][cH:5][cH:6][c:7](-[c:9]2[cH:10][c:11]([CH3:21])[n:12][n:13]2-[c:14]2[cH:15][cH:16][c:17]([F:20])[cH:18][cH:19]2)[cH:8]1)=[O:25]. Starting materials: O=C([O-])O, C1CCOC1, Cc1cc(Nc2nccc(C(F)(F)F)n2)cc(-c2cnc(C3(O)CCC4(CC3)OCCO4)s2)c1, Cl, [Na+]. Yields the product Cc1cc(Nc2nccc(C(F)(F)F)n2)cc(-c2cnc(C3(O)CCC(=O)CC3)s2)c1. RXN SMILES: [C:36](=[O:37])([OH:38])[O-:39].[CH2:41]1[O:42][CH2:43][CH2:44][CH2:45]1.[CH3:1][c:2]1[cH:3][c:4](-[c:19]2[cH:20][n:21][c:22]([C:24]3([OH:34])[CH2:25][CH2:26][C:27]4([O:28][CH2:31][CH2:30][O:29]4)[CH2:32][CH2:33]3)[s:23]2)[cH:5][c:6]([NH:8][c:9]2[n:10][cH:11][cH:12][c:13]([C:15]([F:16])([F:17])[F:18])[n:14]2)[cH:7]1.[ClH:35].[Na+:40]>>[CH3:1][c:2]1[cH:3][c:4](-[c:19]2[cH:20][n:21][c:22]([C:24]3([OH:34])[CH2:25][CH2:26][C:27](=[O:28])[CH2:32][CH2:33]3)[s:23]2)[cH:5][c:6]([NH:8][c:9]2[n:10][cH:11][cH:12][c:13]([C:15]([F:16])([F:17])[F:18])[n:14]2)[cH:7]1. Starting materials: ClC1=C(C=CC=C1)S (2-chlorothiophenol), ClCC(C)=O (chloracetone). Solvent: [OH-].[Na+] (sodium hydroxide). Run at temperature 120 celsius. Yields the product ClC1=CC=CC2=C1SC=C2C (7-Chloro-3-methylbenzo[b]thiophene). RXN SMILES: [Cl:1][C:2]1[CH:7]=[CH:6][CH:5]=[CH:4][C:3]=1[SH:8].Cl[CH2:10][C:11](=O)[CH3:12]>[OH-].[Na+]>[Cl:1][C:2]1[C:3]2[S:8][CH:10]=[C:11]([CH3:12])[C:4]=2[CH:5]=[CH:6][CH:7]=1 |f:2.3|. Procedure: To a solution of 11.8 g. 2-chlorothiophenol (Aldrich, 15566-7) dissolved in aqueous sodium hydroxide (4.0 g./50 ml water) is added chloracetone (9.3 g.). After heating for 1 hour the reaction is cooled and extracted with methylene chloride. The extract is dried (MgSO4) and concentrated to an oil. The oil is added to polyphosphoric acid (100 g.) and slowly heated to 120° C. The mixture is added to ice and extracted with ethyl ether. The ether extract is washed with water (twice); dried (MgSO4) an... Starting materials: C(CCC)C1=NC2=CC=C(C=C2C(N1CC1=CC=C(C=C1)OC(C1=CC=CC=C1)C(=O)OC)=O)C (2-butyl-3-[4-[(1-carbomethoxy)(1-phenyl)methoxy]phenyl]methyl-6-methylquinazolin-4(3H)-one), [OH-].[Na+] (NaOH). The solvent is CO (MeOH). Reaction conditions: time 0.5 hour. Yields the product C(CCC)C1=NC2=CC=C(C=C2C(N1CC1=CC=C(C=C1)OC(C1=CC=CC=C1)C(=O)O)=O)C (2-butyl-3-[4-[(1-carboxy)(1-phenyl)methoxy]phenyl]methyl-6-methylquinazolin-4(3H)-one). Isolated yield 69.9%. As a reaction SMILES: [CH2:1]([C:5]1[N:14]([CH2:15][C:16]2[CH:21]=[CH:20][C:19]([O:22][CH:23]([C:30]([O:32]C)=[O:31])[C:24]3[CH:29]=[CH:28][CH:27]=[CH:26][CH:25]=3)=[CH:18][CH:17]=2)[C:13](=[O:34])[C:12]2[C:7](=[CH:8][CH:9]=[C:10]([CH3:35])[CH:11]=2)[N:6]=1)[CH2:2][CH2:3][CH3:4].[OH-].[Na+]>CO>[CH2:1]([C:5]1[N:14]([CH2:15][C:16]2[CH:21]=[CH:20][C:19]([O:22][CH:23]([C:30]([OH:32])=[O:31])[C:24]3[CH:29]=[CH:28][CH:27]=[CH:26][CH:25]=3)=[CH:18][CH:17]=2)[C:13](=[O:34])[C:12]2[C:7](=[CH:8][CH:9]=[C:10]([CH3:35])[CH:11]=2)[N:6]=1)[CH2:2][CH2:3][CH3:4] |f:1.2|. Procedure: To a solution of the product of Step D (22 mg, 0.047 mmol) in MeOH (5 mL) was added 1N NaOH (2 mL). The reaction mixture was stirred 0.5 hours, and was then concentrated in vacuo. The residue was taken up in water and acidified to pH=2 with 1N HCl. Next, the aqueous layer was partitioned with chloroform and extracted 3 times. The combined organic layers were dried (MgSO4), filtered and the filtrate concentrated in vacuo to yield 15 mg (65%) of the title compound (Rf =0.40, hexane/ethyl acetate/a... The reactants are NC(C12CCCN2CCC1)[Si](C)(C)C (7a-[(amino)(trimethylsilyl)methyl]pyrrolizidine), O=C1N(CCC1)CC(=O)OCC (ethyl 2-oxo-1-pyrrolidineacetate). Conditions: temperature 80 celsius, time 5 hour. The product is O=C1N(CCC1)CC(=O)NC([Si](C)(C)C)C12CCCN2CCC1 (2-Oxo-N-[(pyrrolizidin-7a-yl)(trimethylsilyl)methyl]-1-pyrrolidineacetamide). Reaction SMILES: [NH2:1][CH:2]([Si:11]([CH3:14])([CH3:13])[CH3:12])[C:3]12[CH2:10][CH2:9][CH2:8][N:7]1[CH2:6][CH2:5][CH2:4]2.[O:15]=[C:16]1[CH2:20][CH2:19][CH2:18][N:17]1[CH2:21][C:22](OCC)=[O:23]>>[O:15]=[C:16]1[CH2:20][CH2:19][CH2:18][N:17]1[CH2:21][C:22]([NH:1][CH:2]([C:3]12[CH2:4][CH2:5][CH2:6][N:7]1[CH2:8][CH2:9][CH2:10]2)[Si:11]([CH3:14])([CH3:13])[CH3:12])=[O:23]. Reported procedure: A mixture of 150 mg (0.706 mmol) of 7a-[(amino)(trimethylsilyl)methyl]pyrrolizidine and 133 mg (0.777 mmol) of ethyl 2-oxo-1-pyrrolidineacetate was stirred at 80° C. for 5 hours. After cooled, the reaction mixture was chromatographed on alumina column to afford 95.3 mg RXN SMILES: [C:1](=[O:2])([CH3:3])[O:4][CH2:5][CH:6]1[CH2:7][CH:8]([C:31](=[O:32])[O:33][C:34]([CH3:35])([CH3:36])[CH3:37])[N:9]([C:17]([CH2:18][NH:19][C:20](=[O:21])[NH:22][c:23]2[cH:24][c:25]([CH3:29])[cH:26][cH:27][cH:28]2)=[O:30])[CH:10]1[c:11]1[cH:12][cH:13][cH:14][cH:15][cH:16]1.[CH3:41][OH:42].[K+:39].[OH-:38].[OH2:40]>>[OH:4][CH2:5][CH:6]1[CH2:7][CH:8]([C:31](=[O:32])[O:33][C:34]([CH3:35])([CH3:36])[CH3:37])[N:9]([C:17]([CH2:18][NH:19][C:20](=[O:21])[NH:22][c:23]2[cH:24][c:25]([CH3:29])[cH:26][cH:27][cH:28]2)=[O:30])[CH:10]1[c:11]1[cH:12][cH:13][cH:14][cH:15][cH:16]1. Reactants: CC(=O)OCC1CC(C(=O)OC(C)(C)C)N(C(=O)CNC(=O)Nc2cccc(C)c2)C1c1ccccc1, CO, [K+], [OH-], O. Yields the product Cc1cccc(NC(=O)NCC(=O)N2C(C(=O)OC(C)(C)C)CC(CO)C2c2ccccc2)c1.